Dataset: the Open Reaction Database (ORD), a public repository of structured organic reaction records. Task: describe an organic reaction: reactants, conditions, products, and yield Starting materials: ClC1=C(C(=NC=C1C(=O)OCC)CC)C1=CC=CC=C1 (ethyl 4-chloro-2-ethyl-3-phenyl-5-pyridinecarboxylate), C1(=CC=CC=C1)NN (phenylhydrazine), Cl.ClC1=CC=C(C=C1)NN (4-chlorophenylhydrazine hydrochloride). The product is Cl.C(C)C1=C(C=2C(=CN1)C(N(N2)C2=CC=CC=C2)=O)C2=CC=CC=C2 (6-Ethyl-2, 5-dihydro-2,7-diphenylpyrazolo[4,3-c]pyridin-3-one hydrochloride). The yield is 35.0%. Reaction SMILES: [Cl:1][C:2]1[C:7]([C:8]([O:10]CC)=O)=[CH:6][N:5]=[C:4]([CH2:13][CH3:14])[C:3]=1[C:15]1[CH:20]=[CH:19][CH:18]=[CH:17][CH:16]=1.[C:21]1([NH:27][NH2:28])[CH:26]=[CH:25][CH:24]=[CH:23][CH:22]=1.Cl.ClC1C=CC(NN)=CC=1>>[ClH:1].[CH2:13]([C:4]1[NH:5][CH:6]=[C:7]2[C:8](=[O:10])[N:27]([C:21]3[CH:26]=[CH:25][CH:24]=[CH:23][CH:22]=3)[N:28]=[C:2]2[C:3]=1[C:15]1[CH:16]=[CH:17][CH:18]=[CH:19][CH:20]=1)[CH3:14] |f:2.3,4.5|. Procedure details: Following a similar procedure to that described in Example 4, except using ethyl 4-chloro-2-ethyl-3-phenyl-5-pyridinecarboxylate and phenylhydrazine instead of ethyl 4-chloro-3-propyl-5-pyridinecarboxylate and 4-chlorophenylhydrazine hydrochloride, the title compound was prepared in 35% yield as a yellow solid; mp 239-247° C.; 1H NMR (500 MHz, DMSO-d6) δ1.14 (3H, t, J 7.5 Hz), 2.54 (2H, q, J 7.5 Hz), 7.12 (1H, t, J 7.4 Hz), 7.39 (2H, t, J 7.6 Hz), 7.42-7.54 (5H, m), 8.02 (2H, d, J 7.7 Hz), 8.58 ... Starting materials: C1CCOC1, COCCNCC(=O)N1CC(=O)N(c2cccc(Cl)c2C)C1, O=C=Nc1ccc(Cl)cc1. Yields the product COCCN(CC(=O)N1CC(=O)N(c2cccc(Cl)c2C)C1)C(=O)Nc1ccc(Cl)cc1. As a reaction SMILES: [CH2:33]1[O:34][CH2:35][CH2:36][CH2:37]1.[Cl:1][c:2]1[c:3]([CH3:22])[c:4]([N:8]2[CH2:9][N:10]([C:14]([CH2:15][NH:16][CH2:17][CH2:18][O:19][CH3:20])=[O:21])[CH2:11][C:12]2=[O:13])[cH:5][cH:6][cH:7]1.[Cl:23][c:24]1[cH:25][cH:26][c:27]([N:30]=[C:31]=[O:32])[cH:28][cH:29]1>>[Cl:1][c:2]1[c:3]([CH3:22])[c:4]([N:8]2[CH2:9][N:10]([C:14]([CH2:15][N:16]([CH2:17][CH2:18][O:19][CH3:20])[C:31]([NH:30][c:27]3[cH:26][cH:25][c:24]([Cl:23])[cH:29][cH:28]3)=[O:32])=[O:21])[CH2:11][C:12]2=[O:13])[cH:5][cH:6][cH:7]1. The reactants are COCCNCCOC=1C=C2C=C(NC2=CC1)C=1C(NC2=CC=CC=C2C1)=O (3-(5-{2-[(2-methoxyethyl)amino]ethoxy}-1H-indol-2-yl)-2(1H)-quinolinone), COC1=NC=C(C=N1)C=O (2-methoxypyrimidine-5-carboxaldehyde), C(C)(=O)O[BH-](OC(C)=O)OC(C)=O.[Na+] (sodium triacetoxyborohydride). Run in ClCCCl (DCE). The product is COCCN(CCOC=1C=C2C=C(NC2=CC1)C=1C(NC2=CC=CC=C2C1)=O)CC=1C=CC(=NC1)OC (3-[5-(2-{(2-methoxyethyl)[(2-methoxy-5-pyridinyl)methyl]amino}ethoxy)-1H-indol-2-yl]-2(1H)-quinolinone). Reaction SMILES: [CH3:1][O:2][CH2:3][CH2:4][NH:5][CH2:6][CH2:7][O:8][C:9]1[CH:10]=[C:11]2[C:15](=[CH:16][CH:17]=1)[NH:14][C:13]([C:18]1[C:19](=[O:28])[NH:20][C:21]3[C:26]([CH:27]=1)=[CH:25][CH:24]=[CH:23][CH:22]=3)=[CH:12]2.[CH3:29][O:30][C:31]1N=[CH:35][C:34]([CH:37]=O)=[CH:33][N:32]=1.[C:39](O[BH-](OC(=O)C)OC(=O)C)(=O)C.[Na+]>ClCCCl>[CH3:1][O:2][CH2:3][CH2:4][N:5]([CH2:37][C:34]1[CH:35]=[CH:39][C:31]([O:30][CH3:29])=[N:32][CH:33]=1)[CH2:6][CH2:7][O:8][C:9]1[CH:10]=[C:11]2[C:15](=[CH:16][CH:17]=1)[NH:14][C:13]([C:18]1[C:19](=[O:28])[NH:20][C:21]3[C:26]([CH:27]=1)=[CH:25][CH:24]=[CH:23][CH:22]=3)=[CH:12]2 |f:2.3|. Reported procedure: A solution of 3-(5-{2-[(2-methoxyethyl)amino]ethoxy}-1H-indol-2-yl)-2(1H)- quinolinone 2-1 (150 mg, 0.4 mmol), 2-methoxypyrimidine-5-carboxaldehyde (110 mg, 0.8 mmol) and sodium triacetoxyborohydride (168 mg, 0.8 mmol) in DCE (25 mL) was stirred under ambient conditions for 18 h. The reaction mixture was concentrated, and the residue was partitioned between EtOAc and saturated NaHCO3 solution. The organic layer was washed with brine, dried over MgSO4 and concentrated. The residue was suspended i... Reactants: N=1C=CN2C1C=C(C=C2)CNC(=O)C=2SC(=CC2)C=2C=NN(C2)CC2(CCNCC2)C (N-(imidazo[1,2-a]pyridin-7-ylmethyl)-5-{1-[(4-methylpiperidin-4-yl)methyl]-1H-pyrazol-4-yl}thiophene-2-carboxamide), BrCCN1CCN(CC1)C(=O)OC(C)(C)C (tert-butyl 4-(2-bromoethyl)piperazine-1-carboxylate), C(C)(C)N(C(C)C)CC (N,N-diisopropylethylamine). The solvent is CN(C=O)C (N,N-dimethylformamide). Run at time 8 hour. Yields the product N=1C=CN2C1C=C(C=C2)CNC(=O)C=2SC(=CC2)C=2C=NN(C2)CC2(CCN(CC2)CCN2CCNCC2)C (N-(imidazo[1,2-a]pyridin-7-ylmethyl)-5-[1-({4-methyl-1-[2-(piperazin-1-yl)ethyl]piperidin-4-yl}methyl)-1H-pyrazol-4-yl]thiophene-2-carboxamide), hydrochloride salt. As a reaction SMILES: [N:1]1[CH:2]=[CH:3][N:4]2[CH:9]=[CH:8][C:7]([CH2:10][NH:11][C:12]([C:14]3[S:15][C:16]([C:19]4[CH:20]=[N:21][N:22]([CH2:24][C:25]5([CH3:31])[CH2:30][CH2:29][NH:28][CH2:27][CH2:26]5)[CH:23]=4)=[CH:17][CH:18]=3)=[O:13])=[CH:6][C:5]=12.Br[CH2:33][CH2:34][N:35]1[CH2:40][CH2:39][N:38](C(OC(C)(C)C)=O)[CH2:37][CH2:36]1.C(N(CC)C(C)C)(C)C>CN(C)C=O>[N:1]1[CH:2]=[CH:3][N:4]2[CH:9]=[CH:8][C:7]([CH2:10][NH:11][C:12]([C:14]3[S:15][C:16]([C:19]4[CH:20]=[N:21][N:22]([CH2:24][C:25]5([CH3:31])[CH2:30][CH2:29][N:28]([CH2:33][CH2:34][N:35]6[CH2:40][CH2:39][NH:38][CH2:37][CH2:36]6)[CH2:27][CH2:26]5)[CH:23]=4)=[CH:17][CH:18]=3)=[O:13])=[CH:6][C:5]=12. Procedure: A solution of N-(imidazo[1,2-a]pyridin-7-ylmethyl)-5-{1-[(4-methylpiperidin-4-yl)methyl]-1H-pyrazol-4-yl}thiophene-2-carboxamide (0.100 g, 0.197 mmol) in N,N-dimethylformamide (2 ml) was added tert-butyl 4-(2-bromoethyl)piperazine-1-carboxylate (0.058 g, 0.197 mmol) followed by N,N-diisopropylethylamine (0.138 ml, 0.788 mmol) and the reaction was stirred overnight. The reaction mixture was purified directly using normal phase chromatography and the resulting material was treated with HCl in diox...